This data is from the Open Reaction Database (ORD), a public repository of structured organic reaction records. The task is: describe an organic reaction: reactants, conditions, products, and yield Starting materials: C(C)(=O)OCCCCN1C2=CC=CC=C2C=2C=CC=CC12 (4-(9H-carbazol-9-yl)butyl acetate), O.[OH-].[Li+] (lithium hydroxide monohydrate). The solvent is C1CCOC1 (THF). Run at temperature 80 celsius, time 12 hour. Product: C1=CC=CC=2C3=CC=CC=C3N(C12)CCCCO (4-(9H-carbazol-9-yl)butan-1-ol). The yield is 86.9%. As a reaction SMILES: C([O:4][CH2:5][CH2:6][CH2:7][CH2:8][N:9]1[C:21]2[CH:20]=[CH:19][CH:18]=[CH:17][C:16]=2[C:15]2[C:10]1=[CH:11][CH:12]=[CH:13][CH:14]=2)(=O)C.O.[OH-].[Li+]>C1COCC1>[CH:11]1[C:10]2[N:9]([CH2:8][CH2:7][CH2:6][CH2:5][OH:4])[C:21]3[C:16](=[CH:17][CH:18]=[CH:19][CH:20]=3)[C:15]=2[CH:14]=[CH:13][CH:12]=1 |f:1.2.3|. Procedure: Compound 9 (35.1 g, 0.125 mol) and lithium hydroxide monohydrate (13.0 g, 0.31 mol) were dissolved in 200 mL THF. The reaction mixture was stirred at 80° C. for 12 hours. The mixture was filtered and the homogeneous solution was evaporated to give the crude product. The resulting product was purified by silica gel column chromatography (eluent: ethyl acetate:methylene chloride=1:10 v/v) to yield 26 g (86%) of 4-(9H-carbazol-9-yl)butan-1-ol (Compound 10). Product: C1(=CC=CC2=CC=CC=C12)SC1=CC(=CO1)C(=O)O (5-(1-Naphthylthio)furan-3-carboxylic Acid). Solvent: O (water). Reported procedure: Following the procedure of Example 9, except that a total volume of 90 ml. of dimethylformamide was used, 1-thionaphthol (5.02 g., 31.4 mmoles) was reacted with 5-bromofuran-3-carboxylic acid. Crude product was isolated as an oil according to Example 16. The oil was solidified by trituration with water (988 mg.). Recrystallization from hexane gave purified 5-(1-naphthylthio)furan-3-carboxylic acid (250 mg., m.p. 118°-120° C., m/e 270). Reaction SMILES: CN(C)C=O.[CH:6]1[CH:11]=[C:10]2[CH:12]=[CH:13][CH:14]=[C:15]([SH:16])[C:9]2=[CH:8][CH:7]=1.Br[C:18]1[O:22][CH:21]=[C:20]([C:23]([OH:25])=[O:24])[CH:19]=1>O>[C:15]1([S:16][C:18]2[O:22][CH:21]=[C:20]([C:23]([OH:25])=[O:24])[CH:19]=2)[C:9]2[C:10](=[CH:11][CH:6]=[CH:7][CH:8]=2)[CH:12]=[CH:13][CH:14]=1. Starting materials: CN(C=O)C (dimethylformamide), C1=CC=C2C(=C1)C=CC=C2S (1-thionaphthol), BrC1=CC(=CO1)C(=O)O (5-bromofuran-3-carboxylic acid). Reactants: Cc1ccccc1, CCC(CO)Nc1cc(C)nc(Oc2c(C)cc(C)cc2C)c1C, [N-]=[N+]=NP(=O)(c1ccccc1)c1ccccc1. Yields the product CCC(CN=[N+]=[N-])Nc1cc(C)nc(Oc2c(C)cc(C)cc2C)c1C. RXN SMILES: [CH3:42][c:43]1[cH:44][cH:45][cH:46][cH:47][cH:48]1.[OH:1][CH2:2][CH:3]([CH2:4][CH3:5])[NH:6][c:7]1[c:8]([CH3:24])[c:9]([O:14][c:15]2[c:16]([CH3:23])[cH:17][c:18]([CH3:22])[cH:19][c:20]2[CH3:21])[n:10][c:11]([CH3:13])[cH:12]1.[c:25]1([P:26]([c:27]2[cH:28][cH:29][cH:30][cH:31][cH:32]2)(=[O:33])[N:39]=[N+:40]=[N-:41])[cH:34][cH:35][cH:36][cH:37][cH:38]1>>[CH2:2]([CH:3]([CH2:4][CH3:5])[NH:6][c:7]1[c:8]([CH3:24])[c:9]([O:14][c:15]2[c:16]([CH3:23])[cH:17][c:18]([CH3:22])[cH:19][c:20]2[CH3:21])[n:10][c:11]([CH3:13])[cH:12]1)[N:39]=[N+:40]=[N-:41]. Reactants: B(OC)(OC)OC (trimethyl borate), Cl (HCl), C1=CC=CC=2[Se]C3=C(C21)C=CC=C3 (dibenzoselenophene), three, [Li]CCCC (BuLi). The solvent is CCOCC (ether). Conditions: temperature -78 celsius, time 8 hour. The product is C1=CC=C(C=2[Se]C3=C(C21)C=CC=C3)B(O)O (dibenzoselenophen-4-ylboronic acid). As a reaction SMILES: [CH:1]1[C:9]2[C:8]3[CH:10]=[CH:11][CH:12]=[CH:13][C:7]=3[Se:6][C:5]=2[CH:4]=[CH:3][CH:2]=1.[Li]CCCC.[B:19](OC)([O:22]C)[O:20]C.Cl>CCOCC>[CH:1]1[C:9]2[C:8]3[CH:10]=[CH:11][CH:12]=[CH:13][C:7]=3[Se:6][C:5]=2[C:4]([B:19]([OH:22])[OH:20])=[CH:3][CH:2]=1. Reported procedure: 4.0 g (17.3 mmol) of dibenzoselenophene and 150 mL of dry ether were added in a 250 mL three necked flask under nitrogen. To the mixture, 11.5 mL of BuLi (1.6 M in hexane) was added slowly at room temperature. The reaction mixture was then heated to reflux for 5 hours. The reaction mixture was cooled to −78° C. and 5 mL of trimethyl borate was added. It was then left to stir at room temperature for overnight. About 50 mL of 1 M HCl was added to the reaction mixture. The organic phase was extract... The reactants are C(C1=CC=CC=C1)N1CC(CC1)NC1=CC=C(C=N1)CO ({6-[(1-benzyl-3-pyrrolidinyl)amino]-3-pyridyl}methanol). Reagents/catalysts: O=[Mn]=O (MnO2). The solvent is CCOC(=O)C (AcOEt). Reaction conditions: time 1.5 hour. Yields the product C(C1=CC=CC=C1)N1CC(CC1)NC1=NC=C(C=O)C=C1 (6-[(1-benzyl-3-pyrrolidinyl)amino]nicotinaldehyde). Isolated yield 78.7%. As a reaction SMILES: [CH2:1]([N:8]1[CH2:12][CH2:11][CH:10]([NH:13][C:14]2[N:19]=[CH:18][C:17]([CH2:20][OH:21])=[CH:16][CH:15]=2)[CH2:9]1)[C:2]1[CH:7]=[CH:6][CH:5]=[CH:4][CH:3]=1>CCOC(C)=O.O=[Mn]=O>[CH2:1]([N:8]1[CH2:12][CH2:11][CH:10]([NH:13][C:14]2[CH:15]=[CH:16][C:17]([CH:20]=[O:21])=[CH:18][N:19]=2)[CH2:9]1)[C:2]1[CH:3]=[CH:4][CH:5]=[CH:6][CH:7]=1. Reported procedure: A mixture of {6-[(1-benzyl-3-pyrrolidinyl)amino]-3-pyridyl}methanol (0.96 g) and MnO2 (2.951 g) in AcOEt (50 ml) was refluxed under stirring for 1.5 hour. After removal of the insoluble material, and the solvent was evaporated in vacuo to give 6-[(1-benzyl-3-pyrrolidinyl)amino]nicotinaldehyde (0.75 g) The reactants are [BH3-]C#N, CO, [Na+], NC(=CC(=O)N1CCn2c(nnc2C(F)(F)F)C1)Cc1cc(F)c(F)cc1F. Product: NC(CC(=O)N1CCn2c(nnc2C(F)(F)F)C1)Cc1cc(F)c(F)cc1F. Reaction SMILES: [C:29]([BH3-:30])#[N:31].[CH3:33][OH:34].[Na+:32].[O:1]=[C:2]([CH:3]=[C:4]([CH2:5][c:6]1[c:7]([F:14])[cH:8][c:9]([F:13])[c:10]([F:12])[cH:11]1)[NH2:15])[N:16]1[CH2:17][c:18]2[n:19]([c:22]([C:25]([F:26])([F:27])[F:28])[n:23][n:24]2)[CH2:20][CH2:21]1>>[O:1]=[C:2]([CH2:3][CH:4]([CH2:5][c:6]1[c:7]([F:14])[cH:8][c:9]([F:13])[c:10]([F:12])[cH:11]1)[NH2:15])[N:16]1[CH2:17][c:18]2[n:19]([c:22]([C:25]([F:26])([F:27])[F:28])[n:23][n:24]2)[CH2:20][CH2:21]1. Reactants: C(C)(C)(C)NS(=O)(=O)C=1SC(=CC1)C1=NC=C(C(=N1)NC1=NNC(=C1)C(C)(C)C)Cl (N-tert-butyl-5-(4-(5-tert-butyl-1H-pyrazol-3-ylamino)-5-chloropyrimidin-2-yl)thiophene-2-sulfonamide), B(Cl)(Cl)Cl (BCl3), O (water), CC(OCC)=O (EA). Run in C(Cl)Cl (DCM). Reaction conditions: time 0.5 hour. The product is C(C)(C)(C)C1=CC(=NN1)NC1=NC(=NC=C1Cl)C1=CC=C(S1)S(=O)(=O)N (5-(4-(5-tert-butyl-1H-pyrazol-3-ylamino)-5-chloropyrimidin-2-yl)thiophene-2-sulfonamide). Isolated yield 55.0%. As a reaction SMILES: C([NH:5][S:6]([C:9]1[S:10][C:11]([C:14]2[N:19]=[C:18]([NH:20][C:21]3[CH:25]=[C:24]([C:26]([CH3:29])([CH3:28])[CH3:27])[NH:23][N:22]=3)[C:17]([Cl:30])=[CH:16][N:15]=2)=[CH:12][CH:13]=1)(=[O:8])=[O:7])(C)(C)C.B(Cl)(Cl)Cl.O.CC(=O)OCC>C(Cl)Cl>[C:26]([C:24]1[NH:23][N:22]=[C:21]([NH:20][C:18]2[C:17]([Cl:30])=[CH:16][N:15]=[C:14]([C:11]3[S:10][C:9]([S:6]([NH2:5])(=[O:8])=[O:7])=[CH:13][CH:12]=3)[N:19]=2)[CH:25]=1)([CH3:29])([CH3:27])[CH3:28]. Procedure details: A mixture of N-tert-butyl-5-(4-(5-tert-butyl-1H-pyrazol-3-ylamino)-5-chloropyrimidin-2-yl)thiophene-2-sulfonamide (95 mg, 0.22 mmol) and BCl3 (4 mL of 1N solution in DCM) in DCM (8 mL) was stirred for 0.5 h, After addition of water and extraction with EA (3×), the combined organic layers were dried (NaHSO4), filtered. The filtrate was concentrated to afford the title compound 5-(4-(5-tert-butyl-1H-pyrazol-3-ylamino)-5-chloropyrimidin-2-yl)thiophene-2-sulfonamide (C-236) (50 mg, 62%). LC-MS (m/z)... Starting materials: CC(C)(C)C1=C(C=CC(=C1)C(C)(C)C)CCO (2,4-bis(1,1-dimethylethyl)benzeneethanol), S(=O)(Cl)Cl (thionyl chloride). Run in C1(=CC=CC=C1)C (toluene). The product is CC(C)(C)C1=C(C=CC(=C1)C(C)(C)C)CCCl (2,4-bis(1,1-dimethylethyl)-1-(2-chloroethyl)benzene). Reaction SMILES: [CH3:1][C:2]([C:5]1[CH:10]=[C:9]([C:11]([CH3:14])([CH3:13])[CH3:12])[CH:8]=[CH:7][C:6]=1[CH2:15][CH2:16]O)([CH3:4])[CH3:3].S(Cl)([Cl:20])=O>C1(C)C=CC=CC=1>[CH3:1][C:2]([C:5]1[CH:10]=[C:9]([C:11]([CH3:14])([CH3:13])[CH3:12])[CH:8]=[CH:7][C:6]=1[CH2:15][CH2:16][Cl:20])([CH3:4])[CH3:3]. Reported procedure: A solution of the title product of Example 10 (2.0 grams, 8.5 mmoles) and thionyl chloride (2.03 g, 17.1 mmoles) in toluene (50 ml) is heated at reflux for one hour. After cooling, the mixture is evaporated. Chromatography of the residue over silica gel using mixtures of ethyl acetate and hexane as eluents gives the title compound. Reaction SMILES: [CH3:1][C:2]1[CH:6]=[C:5]([C:7]2[CH:8]=[C:9]([CH:15]=[CH:16][CH:17]=2)[C:10]([O:12]CC)=O)[O:4][N:3]=1.C(C1C=C(C=CC=1)C(OCC)=O)#C.C1C(=O)N(Cl)C(=O)C1.C(=NO)C.[C:43]([O:46][C:47]([CH3:50])([CH3:49])[CH3:48])(=[O:45])[CH3:44].[Li]>C(Cl)(Cl)Cl.N1C=CC=CC=1.CCN(CC)CC>[C:47]([O:46][C:43](=[O:45])[CH2:44][C:10]([C:9]1[CH:15]=[CH:16][CH:17]=[C:7]([C:5]2[O:4][N:3]=[C:2]([CH3:1])[CH:6]=2)[CH:8]=1)=[O:12])([CH3:50])([CH3:49])[CH3:48] |f:4.5,^1:50|. The product is C(C)(C)(C)OC(CC(=O)C1=CC(=CC=C1)C1=CC(=NO1)C)=O (3-[3-(3-Methyl-isoxazol-5-yl)-phenyl]-3-oxo-propionic acid tert.-butyl ester). Procedure details: Prepared from ethyl 3-(3-methyl-isoxazol-5-yl)-benzoate [prepared by reaction of ethyl 3-ethynylbenzoate [CAS-No. 178742-95-5] with a mixture of NCS, acetaldoxime, Et3N and cat. amount of pyridine in CHCl3 at 50° C. according to Tetrahedron 1984, 40, 2985–2988] by treatment with lithium tert.-butyl acetate according to general procedure H (method b). Obtained as a yellow solid (2.54 g). The reactants are CC1=NOC(=C1)C=1C=C(C(=O)OCC)C=CC1 (ethyl 3-(3-methyl-isoxazol-5-yl)-benzoate), C(C)(=O)OC(C)(C)C.[Li] (lithium tert.-butyl acetate), C(#C)C=1C=C(C(=O)OCC)C=CC1 (ethyl 3-ethynylbenzoate), C1CC(=O)N(C1=O)Cl (NCS), C(C)=NO (acetaldoxime). Run in CCN(CC)CC (Et3N), N1=CC=CC=C1 (pyridine), C(Cl)(Cl)Cl (CHCl3). The reactants are BrC=1C=C(C(=C(C(=O)OC)C1)C)NC1CCN(CC1)C (methyl 5-bromo-2-methyl-3-((1-methylpiperidin-4-yl)amino)benzoate), C([O-])([O-])=O.[Cs+].[Cs+] (cesium carbonate), CI (methyl iodide). Run in C(C)#N (acetonitrile). Run at temperature 80 celsius. Yields the product BrC=1C=C(C(=C(C(=O)OC)C1)C)N(C1CCN(CC1)C)C (methyl 5-bromo-2-methyl-3-(methyl(1-methylpiperidin-4-yl)amino)benzoate). The yield is 80.0%. Reaction SMILES: [Br:1][C:2]1[CH:3]=[C:4]([NH:13][CH:14]2[CH2:19][CH2:18][N:17]([CH3:20])[CH2:16][CH2:15]2)[C:5]([CH3:12])=[C:6]([CH:11]=1)[C:7]([O:9][CH3:10])=[O:8].[C:21](=O)([O-])[O-].[Cs+].[Cs+].CI>C(#N)C>[Br:1][C:2]1[CH:3]=[C:4]([N:13]([CH3:21])[CH:14]2[CH2:19][CH2:18][N:17]([CH3:20])[CH2:16][CH2:15]2)[C:5]([CH3:12])=[C:6]([CH:11]=1)[C:7]([O:9][CH3:10])=[O:8] |f:1.2.3|. Procedure: To a stirred solution of methyl 5-bromo-2-methyl-3-((1-methylpiperidin-4-yl)amino)benzoate (0.6 g, 1.76 mmol) in acetonitrile (15 mL), cesium carbonate (1.14 g, 3.52 mmol) and methyl iodide (1.2 g, 8.8 mmol) were added; resulting reaction mass was heated at 80° C. for 7 h. On completion, reaction mass was cooled to room temperature and filtered, residue was washed with ethyl acetate and filtrate was concentrated and then purified by column chromatography to afford the desired compound (0.5 g, 80...